This data is from the Open Reaction Database (ORD), a public repository of structured organic reaction records. The task is: describe an organic reaction: reactants, conditions, products, and yield Starting materials: C1NCC2(C3=CC=CC=C13)OC1=C(C2)C=CC=C1 (spiro[benzofuran-2(3H),4'(2'H)-isoquinoline]), Grignard reagent, FC1=C(CCl)C=CC=C1 (2-fluorobenzyl chloride), FC1=C(CBr)C=CC=C1 (2-fluorobenzyl bromide), [H][H] (hydrogen), 2,3-dihydro-4(1H)isoquinoline. Yields the product C1NCC(C2=CC=CC=C12)O (1,2,3,4-tetrahydro-4-isoquinolinol). As a reaction SMILES: [CH2:1]1[C:10]2[C:5](=[CH:6][CH:7]=[CH:8][CH:9]=2)[C:4]2(CC3C=CC=CC=3[O:11]2)[CH2:3][NH:2]1.[H][H].FC1C=CC=CC=1CCl.FC1C=CC=CC=1CBr>>[CH2:1]1[C:10]2[C:5](=[CH:6][CH:7]=[CH:8][CH:9]=2)[CH:4]([OH:11])[CH2:3][NH:2]1. Procedure: To prepare the parent ring system 7, i.e., the spiro[benzofuran-2(3H),4'(2'H)-isoquinoline] 1 wherein R is hydrogen, a 2,3-dihydro-4(1H)isoquinoline 3 wherein R is loweralkyl or benzyl is treated with a Grignard reagent 4, prepared from a 2-fluorobenzyl chloride or 2-fluorobenzyl bromide by conventional methods, to afford the 1,2,3,4-tetrahydro-4-isoquinolinol 2, which is cyclized to the spiro[benzofuran-2(3H),4'(2'H)-isoquinoline] 5, wherein R is loweralkyl or benzyl and dealkylated or debenzyl...